Dataset: the Open Reaction Database (ORD), a public repository of structured organic reaction records. Task: describe an organic reaction: reactants, conditions, products, and yield Starting materials: [Al+3], CC1(C)CC(=O)OC(=O)C1, [Cl-], [Cl-], [Cl-], Cl, O, c1ccccc1. Product: CC(C)(CC(=O)O)CC(=O)c1ccccc1. As a reaction SMILES: [Al+3:12].[CH3:1][C:2]1([CH3:10])[CH2:3][C:4](=[O:5])[O:6][C:7](=[O:9])[CH2:8]1.[Cl-:11].[Cl-:13].[Cl-:14].[ClH:21].[OH2:22].[cH:15]1[cH:16][cH:17][cH:18][cH:19][cH:20]1>>[CH3:1][C:2]([CH2:3][C:4](=[O:5])[c:15]1[cH:16][cH:17][cH:18][cH:19][cH:20]1)([CH2:8][C:7]([OH:6])=[O:9])[CH3:10]. The reactants are CC(C)(C)OC(=O)NCC1CCC(C(=O)O)CC1, CCN(C(C)C)C(C)C, Cn1ncc2c1Nc1cc(Cl)ccc1NC2, ClCCl. The product is Cn1ncc2c1Nc1cc(Cl)ccc1N(C(=O)C1CCC(CNC(=O)OC(C)(C)C)CC1)C2. RXN SMILES: [C:1]([CH3:2])([CH3:3])([CH3:4])[O:5][C:6](=[O:7])[NH:8][CH2:9][CH:10]1[CH2:11][CH2:12][CH:13]([C:16](=[O:17])[OH:18])[CH2:14][CH2:15]1.[CH:19]([N:20]([CH2:21][CH3:22])[CH:23]([CH3:24])[CH3:25])([CH3:26])[CH3:27].[Cl:28][c:29]1[cH:30][cH:31][c:32]2[c:33]([cH:43]1)[NH:34][c:35]1[n:36]([CH3:42])[n:37][cH:38][c:39]1[CH2:40][NH:41]2.[Cl:44][CH2:45][Cl:46]>>[C:1]([CH3:2])([CH3:3])([CH3:4])[O:5][C:6](=[O:7])[NH:8][CH2:9][CH:10]1[CH2:11][CH2:12][CH:13]([C:16](=[O:18])[N:41]2[c:32]3[cH:31][cH:30][c:29]([Cl:28])[cH:43][c:33]3[NH:34][c:35]3[n:36]([CH3:42])[n:37][cH:38][c:39]3[CH2:40]2)[CH2:14][CH2:15]1. Reactants: ( 1 ), FC(CCS(=O)(=O)Cl)(F)F (3,3,3-trifluoropropane-1-sulfonyl chloride), ( 1 ), ( 1 ), Cl.CN[C@H](C(=O)OC)CCC=C ((S)-Methyl 2-(methylamino)hex-5-enoate hydrochloride). Product: FC(CCS(=O)(=O)N(C)[C@H](C(=O)OC)CCC=C)(F)F ((S)-methyl 2-(3,3,3-trifluoro-N-methylpropylsulfonamido)hex-5-enoate). Yield: 56.0%. Reaction SMILES: Cl.[CH3:2][NH:3][C@@H:4]([CH2:9][CH2:10][CH:11]=[CH2:12])[C:5]([O:7][CH3:8])=[O:6].[F:13][C:14]([F:22])([F:21])[CH2:15][CH2:16][S:17](Cl)(=[O:19])=[O:18]>>[F:13][C:14]([F:22])([F:21])[CH2:15][CH2:16][S:17]([N:3]([C@@H:4]([CH2:9][CH2:10][CH:11]=[CH2:12])[C:5]([O:7][CH3:8])=[O:6])[CH3:2])(=[O:19])=[O:18] |f:0.1|. Procedure details: Step M (1): Same procedure as Step I (1). (S)-Methyl 2-(methylamino)hex-5-enoate hydrochloride from Step K (2) was sulfonylated with 3,3,3-trifluoropropane-1-sulfonyl chloride according to the procedure outlined in Step I (1). The procedure provided 242 mg (56% yield) of (S)-methyl 2-(3,3,3-trifluoro-N-methylpropylsulfonamido)hex-5-enoate. LC-MS (M+H)+=318.3; 1H NMR (500 MHz, CDCl3) δ ppm 1.73-1.85 (m, 1H) 2.02-2.21 (m, 3H) 2.59-2.73 (m, 2H) 2.87 (s, 3H) 3.16-3.32 (m, 2H) 3.76 (s, 3H) 4.55 (dd, ... Starting materials: C1CCOC1, COCCCO, CCOC(=O)N=NC(=O)OCC, COc1ccc(C=O)cc1O, c1ccc(P(c2ccccc2)c2ccccc2)cc1. The product is COCCCOc1cc(C=O)ccc1OC. RXN SMILES: [CH2:49]1[O:50][CH2:51][CH2:52][CH2:53]1.[CH3:12][O:13][CH2:14][CH2:15][CH2:16][OH:17].[O:37]=[C:38]([O:39][CH2:40][CH3:41])[N:42]=[N:43][C:44]([O:45][CH2:46][CH3:47])=[O:48].[OH:1][c:2]1[cH:3][c:4]([CH:5]=[O:6])[cH:7][cH:8][c:9]1[O:10][CH3:11].[c:18]1([P:19]([c:20]2[cH:21][cH:22][cH:23][cH:24][cH:25]2)[c:26]2[cH:27][cH:28][cH:29][cH:30][cH:31]2)[cH:32][cH:33][cH:34][cH:35][cH:36]1>>[O:1]([c:2]1[cH:3][c:4]([CH:5]=[O:6])[cH:7][cH:8][c:9]1[O:10][CH3:11])[CH2:16][CH2:15][CH2:14][O:13][CH3:12]. Conditions: temperature 80 celsius. Product: BrCCCOC=1C(C(=CC=C(C1)C(C)C)CO)=O (2-(3-bromopropoxy)-7-hydroxymethyl-4-isopropyl-2,4,6-cycloheptatrien-1-one). Yield: 14.0%. As a reaction SMILES: [H-].[Na+].[OH:3][C:4]1[C:5](=[O:16])[C:6]([CH2:14][OH:15])=[CH:7][CH:8]=[C:9]([CH:11]([CH3:13])[CH3:12])[CH:10]=1.[Br:17][CH2:18][CH2:19][CH2:20]Br>CN(C)C=O.ClCCl>[Br:17][CH2:18][CH2:19][CH2:20][O:3][C:4]1[C:5](=[O:16])[C:6]([CH2:14][OH:15])=[CH:7][CH:8]=[C:9]([CH:11]([CH3:13])[CH3:12])[CH:10]=1 |f:0.1|. The solvent is ClCCl (dichloromethane), CN(C=O)C (dimethylformamide). Starting materials: [H-].[Na+] (sodium hydride), OC=1C(C(=CC=C(C1)C(C)C)CO)=O (2-hydroxy-7-hydroxymethyl-4-isopropyl-2,4,6-cycloheptatrien-1-one), BrCCCBr (1,3-dibromopropane). Procedure details: 60% oily sodium hydride (292, mg, 7.3 mmol) in small portions were added to a solution of 2-hydroxy-7-hydroxymethyl-4-isopropyl-2,4,6-cycloheptatrien-1-one (1.29 g, 6.64 mmol) in dimethylformamide (5 ml) with stirring. After addition of 1,3-dibromopropane (1.35 ml, 13.3 mmol), the solution was heated at 80° C. for 4 hours. The solution was diluted with dichloromethane, washed with water, and dried over sodium sulfate. After solvent was distilled off under reduced pressure, the residue was purifi...